From a dataset of the Open Reaction Database (ORD), a public repository of structured organic reaction records. describe an organic reaction: reactants, conditions, products, and yield Starting materials: C(C)(C)(C)OC(=O)N1CC=2C(=NNC2CCC1)C1=CC=C(C=C1)Cl (3-(4-chloro-phenyl)-4,6,7,8-tetrahydro-1H-1,2,5-triaza-azulene-5-carboxylic acid tert-butyl ester), FC=1C=C(CBr)C=CC1F (3,4-difluorobenzyl bromide). The product is ClC1=CC=C(C=C1)C1=NN(C=2CCCNCC12)CC1=CC(=C(C=C1)F)F (3-(4-Chloro-phenyl)-1-(3,4-difluoro-benzyl)-1,4,5,6,7,8-hexahydro-1,2,5-triaza-azulene). The yield is 6.6%. As a reaction SMILES: C(OC([N:8]1[CH2:17][CH2:16][CH2:15][C:14]2[NH:13][N:12]=[C:11]([C:18]3[CH:23]=[CH:22][C:21]([Cl:24])=[CH:20][CH:19]=3)[C:10]=2[CH2:9]1)=O)(C)(C)C.[F:25][C:26]1[CH:27]=[C:28]([CH:31]=[CH:32][C:33]=1[F:34])[CH2:29]Br>>[Cl:24][C:21]1[CH:20]=[CH:19][C:18]([C:11]2[C:10]3[CH2:9][NH:8][CH2:17][CH2:16][CH2:15][C:14]=3[N:13]([CH2:29][C:28]3[CH:31]=[CH:32][C:33]([F:34])=[C:26]([F:25])[CH:27]=3)[N:12]=2)=[CH:23][CH:22]=1. Procedure details: The title compound (0.005 g) was prepared from 3-(4-chloro-phenyl)-4,6,7,8-tetrahydro-1H-1,2,5-triaza-azulene-5-carboxylic acid tert-butyl ester (Example 59, Step C, 0.07 g) using 3,4-difluorobenzyl bromide (0.06 g) in place of benzyl chloride in Example 59, Step D. MS (ESI): exact mass calculated for C20H18ClF2N3, 373.12. found, m/z 374.1 [M+H]+. 1H NMR (500 MHz, CD3OD): 7.39-7.34 (m, 4H), 7.16-7.10 (m, 1H), 6.98-6.97 (m, 1H), 6.89-6.88 (m, 1H), 5.27 (s, 2H), 3.81 (s, 2H), 3.09-3.06 (m, 2H), 2.... Reactants: CC(=O)Nc1ccc(-c2nc3cc(C)ccn3c2C)cc1, O=[N+]([O-])O. Product: CC(=O)Nc1ccc(-c2nc3cc(C)ccn3c2C)cc1[N+](=O)[O-]. Reaction SMILES: [CH3:5][c:6]1[c:7](-[c:16]2[cH:17][cH:18][c:19]([NH:22][C:23]([CH3:24])=[O:25])[cH:20][cH:21]2)[n:8][c:9]2[n:10]1[cH:11][cH:12][c:13]([CH3:15])[cH:14]2.[OH:1][N+:2]([O-:3])=[O:4]>>[O-:1][N+:2](=[O:4])[c:18]1[cH:17][c:16](-[c:7]2[c:6]([CH3:5])[n:10]3[c:9]([n:8]2)[cH:14][c:13]([CH3:15])[cH:12][cH:11]3)[cH:21][cH:20][c:19]1[NH:22][C:23]([CH3:24])=[O:25]. Starting materials: ClC1=CC(=C(C=C1)I)F (4-chloro-2-fluoro-1-iodo-benzene), BrC1=C(C=CC(=C1)F)S (2-bromo-4-fluoro-benzenethiol). Product: BrC1=C(C=CC(=C1)F)SC1=C(C=C(C=C1)Cl)F (1-Bromo-2-(4-chloro-2-fluoro-phenylsulfanyl)-5-fluoro-benzene). Reaction SMILES: [Cl:1][C:2]1[CH:7]=[CH:6][C:5](I)=[C:4]([F:9])[CH:3]=1.[Br:10][C:11]1[CH:16]=[C:15]([F:17])[CH:14]=[CH:13][C:12]=1[SH:18]>>[Br:10][C:11]1[CH:16]=[C:15]([F:17])[CH:14]=[CH:13][C:12]=1[S:18][C:5]1[CH:6]=[CH:7][C:2]([Cl:1])=[CH:3][C:4]=1[F:9]. Reported procedure: Prepared from 4-chloro-2-fluoro-1-iodo-benzene and 2-bromo-4-fluoro-benzenethiol. As a reaction SMILES: [CH2:1]([CH:2]=[CH2:3])[N:4]([c:5]1[n:6][cH:7][cH:8][cH:9][n:10]1)[CH:11]1[CH2:12][CH2:13][N:14]([CH2:17][CH:18]2[CH2:19][N:20]([CH:30]3[CH:31]([CH2:36][C:37](=[O:38])[OH:39])[CH2:32][CH2:33][CH2:34][CH2:35]3)[CH2:21][CH:22]2[c:23]2[cH:24][c:25]([F:29])[cH:26][cH:27][cH:28]2)[CH2:15][CH2:16]1.[CH3:42][OH:43].[H:40][H:41]>>[CH2:1]([CH2:2][CH3:3])[N:4]([c:5]1[n:6][cH:7][cH:8][cH:9][n:10]1)[CH:11]1[CH2:12][CH2:13][N:14]([CH2:17][CH:18]2[CH2:19][N:20]([CH:30]3[CH:31]([CH2:36][C:37](=[O:38])[OH:39])[CH2:32][CH2:33][CH2:34][CH2:35]3)[CH2:21][CH:22]2[c:23]2[cH:24][c:25]([F:29])[cH:26][cH:27][cH:28]2)[CH2:15][CH2:16]1. Reactants: C=CCN(c1ncccn1)C1CCN(CC2CN(C3CCCCC3CC(=O)O)CC2c2cccc(F)c2)CC1, CO, [H][H]. Yields the product CCCN(c1ncccn1)C1CCN(CC2CN(C3CCCCC3CC(=O)O)CC2c2cccc(F)c2)CC1. The reactants are CC(C)C[Al+]CC(C)C, COC(=O)Cc1nc(OC)cc2ccccc12, Cc1ccccc1, [H-]. The product is COc1cc2ccccc2c(CC=O)n1. Reaction SMILES: [CH2:19]([Al+:20][CH2:21][CH:22]([CH3:23])[CH3:24])[CH:25]([CH3:26])[CH3:27].[CH3:1][O:2][c:3]1[n:4][c:5]([CH2:13][C:14](=[O:15])[O:16][CH3:17])[c:6]2[cH:7][cH:8][cH:9][cH:10][c:11]2[cH:12]1.[CH3:28][c:29]1[cH:30][cH:31][cH:32][cH:33][cH:34]1.[H-:18]>>[CH3:1][O:2][c:3]1[n:4][c:5]([CH2:13][CH:14]=[O:15])[c:6]2[cH:7][cH:8][cH:9][cH:10][c:11]2[cH:12]1. Reactants: [Cl-].[NH4+] (ammonium chloride), ClC1=NC=NC(=C1)Cl (4,6-dichloropyrimidine), ClC(CO)(C)Cl (2,2-dichloro-1-propanol), [H-].[Na+] (sodium hydride). Run in O1CCCC1 (tetrahydrofuran). Run at time 2 hour. Product: ClC1=NC=NC(=C1)OCC(C)(Cl)Cl (4-chloro-6-(2,2-dichloropropyloxy)pyrimidine). The yield is 48.3%. Reaction SMILES: Cl[C:2]1[CH:7]=[C:6]([Cl:8])[N:5]=[CH:4][N:3]=1.[Cl:9][C:10]([Cl:14])([CH3:13])[CH2:11][OH:12].[H-].[Na+].[Cl-].[NH4+]>O1CCCC1>[Cl:8][C:6]1[CH:7]=[C:2]([O:12][CH2:11][C:10]([Cl:14])([Cl:9])[CH3:13])[N:3]=[CH:4][N:5]=1 |f:2.3,4.5|. Reported procedure: First, 0.23 g of 4,6-dichloropyrimidine and 0.2 g of 2,2-dichloro-1-propanol were dissolved in 2 ml of tetrahydrofuran, to which 0.07 g of sodium hydride (60% in oil) was added at 0° C., followed by stirring at the same temperature for 2 hours. The reaction mixture was then poured into a saturated aqueous ammonium chloride solution, which was extracted three times with t-butyl methyl ether. The combined organic layers were washed with a saturated aqueous sodium chloride solution, dried over anhy... Reactants: O=C1N(C(C2=CC=CC=C12)=O)C[C@H](CC1=C(C=CC=C1)C(F)(F)F)NC(=O)C=1SC=C(C1)C1=C(C=NN1C)C1=CC=CC=C1 (N-((1S)-2-(1,3-dioxo-1,3-dihydro-2H-isoindol-2-yl)-1-{[2-(trifluoromethyl)phenyl]methyl}ethyl)-4-(1-methyl-4-phenyl-1H-pyrazol-5-yl)-2-thiophenecarboxamide), NN (hydrazine). Run in C1CCOC1.CO (THF MeOH). Conditions: time 12 hour. The product is NC[C@H](CC1=C(C=CC=C1)C(F)(F)F)NC(=O)C=1SC=C(C1)C1=C(C=NN1C)C1=CC=CC=C1 (N-((1S)-2-amino-1-{[2-(trifluoromethyl)phenyl]methyl}ethyl)-4-(1-methyl-4-phenyl-1H-pyrazol-5-yl)-2-thiophenecarboxamide). RXN SMILES: O=C1C2C(=CC=CC=2)C(=O)[N:3]1[CH2:12][C@@H:13]([NH:25][C:26]([C:28]1[S:29][CH:30]=[C:31]([C:33]2[N:37]([CH3:38])[N:36]=[CH:35][C:34]=2[C:39]2[CH:44]=[CH:43][CH:42]=[CH:41][CH:40]=2)[CH:32]=1)=[O:27])[CH2:14][C:15]1[CH:20]=[CH:19][CH:18]=[CH:17][C:16]=1[C:21]([F:24])([F:23])[F:22].NN>C1COCC1.CO>[NH2:3][CH2:12][C@@H:13]([NH:25][C:26]([C:28]1[S:29][CH:30]=[C:31]([C:33]2[N:37]([CH3:38])[N:36]=[CH:35][C:34]=2[C:39]2[CH:44]=[CH:43][CH:42]=[CH:41][CH:40]=2)[CH:32]=1)=[O:27])[CH2:14][C:15]1[CH:20]=[CH:19][CH:18]=[CH:17][C:16]=1[C:21]([F:24])([F:23])[F:22] |f:2.3|. Procedure: To a solution of N-((1S)-2-(1,3-dioxo-1,3-dihydro-2H-isoindol-2-yl)-1-{[2-(trifluoromethyl)phenyl]methyl}ethyl)-4-(1-methyl-4-phenyl-1H-pyrazol-5-yl)-2-thiophenecarboxamide (crude from part a) in THF-MeOH (1:1, 10 mL) was added hydrazine (384 uL, 12 mmol). After 12 h, the solution was filtered and the filtrate was concentrated, dry loaded onto silica and purified via column chromatography (2% MeOH in DCM (1% NH4OH)) affording the free base of the title compound. Starting materials: COC=1C=C(C(=O)N2C[C@@](CC2)(CCOS(=O)(=O)C)C2=CC(=C(C=C2)Cl)Cl)C=C(C1OC)OC ((S)-1-(3,4,5-trimethoxybenzoyl)-3-(3,4-dichlorophenyl)-3-(2-methanesulfonyloxyethyl)pyrrolidine), O (water), C([O-])([O-])=O.[K+].[K+] (potassium carbonate), CN1C(=NC2=C1C=CC=C2)NC2CCNCC2 ((1-methyl-1H-benzimidazol-2-yl)(piperidin-4-yl)amine). Run in C(C)C(=O)C (methyl ethyl ketone). Conditions: temperature 70 celsius, time 15 minute. The product is COC=1C=C(C(=O)N2C[C@](CC2)(C2=CC(=C(C=C2)Cl)Cl)CCN2CCC(CC2)NC2=NC3=C(N2C)C=CC=C3)C=C(C1OC)OC ((R)-1-(3,4,5-trimethoxybenzoyl)-3-(2-(4-(1-methyl-1H-benzimidazol-2-yl-amino)piperidin-1-yl)ethyl)-3-(3,4-dichlorophenyl)pyrrolidine). RXN SMILES: [CH3:1][O:2][C:3]1[CH:4]=[C:5]([CH:28]=[C:29]([O:33][CH3:34])[C:30]=1[O:31][CH3:32])[C:6]([N:8]1[CH2:12][CH2:11][C@@:10]([C:20]2[CH:25]=[CH:24][C:23]([Cl:26])=[C:22]([Cl:27])[CH:21]=2)([CH2:13][CH2:14]OS(C)(=O)=O)[CH2:9]1)=[O:7].C(=O)([O-])[O-].[K+].[K+].[CH3:41][N:42]1[C:46]2[CH:47]=[CH:48][CH:49]=[CH:50][C:45]=2[N:44]=[C:43]1[NH:51][CH:52]1[CH2:57][CH2:56][NH:55][CH2:54][CH2:53]1.O>C(C(C)=O)C>[CH3:1][O:2][C:3]1[CH:4]=[C:5]([CH:28]=[C:29]([O:33][CH3:34])[C:30]=1[O:31][CH3:32])[C:6]([N:8]1[CH2:12][CH2:11][C@:10]([CH2:13][CH2:14][N:55]2[CH2:56][CH2:57][CH:52]([NH:51][C:43]3[N:42]([CH3:41])[C:46]4[CH:47]=[CH:48][CH:49]=[CH:50][C:45]=4[N:44]=3)[CH2:53][CH2:54]2)([C:20]2[CH:25]=[CH:24][C:23]([Cl:26])=[C:22]([Cl:27])[CH:21]=2)[CH2:9]1)=[O:7] |f:1.2.3|. Procedure details: Combine the above solution of (S)-1-(3,4,5-trimethoxybenzoyl)-3-(3,4-dichlorophenyl)-3-(2-methanesulfonyloxyethyl)pyrrolidine, potassium carbonate (4.07 kg, 29.5 mol), (1-methyl-1H-benzimidazol-2-yl)(piperidin-4-yl)amine (12.0 mol), and water (3.3 gal). Heat to about 70° C. When the reaction is complete, dilute the reaction mixture with methyl ethyl ketone (18.1 kg) and after 15 minutes of stirring, separate the layers. Extract the organic layer with water (3.4 gal) and then concentrate in vacuo... The solvent is C1(=CC=CC=C1)C (toluene). The product is COC1=CC=C(C(=N1)C)C=O (6-methoxy-2-methyl-3-pyridinecarboxaldehyde). Procedure details: The 3-bromo-6-methoxy-2-methyl-pyridine (2.0 g, 9.9 mmol) obtained in (18-1) above was dissolved in toluene (dehydrated) (50 mL), and thereafter, n-butyllithium (6.4 mL, 10 mmol, 1.57 mmol/L hexane solution) was added dropwise to the solution at −78° C. in an argon atmosphere. The obtained mixture was stirred at the same temperature as described above for 30 minutes, and DMF (3.0 mL) was then added to the reaction solution. The obtained mixture was further stirred for 30 minutes. Thereafter, a s... As a reaction SMILES: Br[C:2]1[C:3]([CH3:10])=[N:4][C:5]([O:8][CH3:9])=[CH:6][CH:7]=1.C([Li])CCC.CN([CH:19]=[O:20])C.O.[Cl-].[NH4+]>C1(C)C=CC=CC=1>[CH3:9][O:8][C:5]1[N:4]=[C:3]([CH3:10])[C:2]([CH:19]=[O:20])=[CH:7][CH:6]=1 |f:3.4.5|. Reactants: CN(C)C=O (DMF), BrC=1C(=NC(=CC1)OC)C (3-bromo-6-methoxy-2-methyl-pyridine), ( 18-1 ), O.[Cl-].[NH4+] (ammonium chloride water), C(CCC)[Li] (n-butyllithium). Starting materials: Cl, Cl, NC1CN2CCC1CC2, O=C(O)c1cccc2oc(Nc3ccncc3)nc12. Yields the product O=C(NC1CN2CCC1CC2)c1cccc2oc(Nc3ccncc3)nc12. RXN SMILES: [ClH:20].[ClH:21].[NH2:22][CH:23]1[CH2:24][N:25]2[CH2:26][CH2:27][CH:28]1[CH2:29][CH2:30]2.[n:1]1[cH:2][cH:3][c:4]([NH:7][c:8]2[o:9][c:10]3[c:11]([n:12]2)[c:13]([C:17](=[O:18])[OH:19])[cH:14][cH:15][cH:16]3)[cH:5][cH:6]1>>[n:1]1[cH:2][cH:3][c:4]([NH:7][c:8]2[o:9][c:10]3[c:11]([n:12]2)[c:13]([C:17](=[O:19])[NH:22][CH:23]2[CH2:24][N:25]4[CH2:26][CH2:27][CH:28]2[CH2:29][CH2:30]4)[cH:14][cH:15][cH:16]3)[cH:5][cH:6]1.